This data is from the Open Reaction Database (ORD), a public repository of structured organic reaction records. The task is: describe an organic reaction: reactants, conditions, products, and yield As a reaction SMILES: [C:1](=[O:2])([c:3]1[cH:4][cH:5][cH:6][cH:7][cH:8]1)[N:9]1[CH2:10][c:11]2[c:12]3[n:13]([c:14](=[O:19])[nH:15][c:16]2[CH2:17][CH2:18]1)[cH:20][c:21](-[c:23]1[c:24]([F:29])[cH:25][cH:26][cH:27][cH:28]1)[n:22]3.[CH3:34][CH2:35][OH:36].[Cl-:32].[NH4+:33].[Na+:31].[OH-:30]>>[NH:9]1[CH2:10][c:11]2[c:12]3[n:13]([c:14](=[O:19])[nH:15][c:16]2[CH2:17][CH2:18]1)[cH:20][c:21](-[c:23]1[c:24]([F:29])[cH:25][cH:26][cH:27][cH:28]1)[n:22]3. The reactants are O=C(c1ccccc1)N1CCc2[nH]c(=O)n3cc(-c4ccccc4F)nc3c2C1, CCO, [Cl-], [NH4+], [Na+], [OH-]. Product: O=c1[nH]c2c(c3nc(-c4ccccc4F)cn13)CNCC2. Reactants: CCCCc1nc(Cl)c(CO)n1Cc1ccc(Oc2ccccc2C(=O)OC)cc1, CCO, [Na+], [OH-]. Yields the product CCCCc1nc(Cl)c(CO)n1Cc1ccc(Oc2ccccc2C(=O)O)cc1. As a reaction SMILES: [C:1](=[O:2])([O:3][CH3:4])[c:5]1[c:6]([O:7][c:8]2[cH:9][cH:10][c:11]([CH2:12][n:13]3[c:14]([CH2:21][CH2:22][CH2:23][CH3:24])[n:15][c:16]([Cl:20])[c:17]3[CH2:18][OH:19])[cH:25][cH:26]2)[cH:27][cH:28][cH:29][cH:30]1.[CH3:31][CH2:32][OH:33].[Na+:35].[OH-:34]>>[C:1](=[O:2])([OH:3])[c:5]1[c:6]([O:7][c:8]2[cH:9][cH:10][c:11]([CH2:12][n:13]3[c:14]([CH2:21][CH2:22][CH2:23][CH3:24])[n:15][c:16]([Cl:20])[c:17]3[CH2:18][OH:19])[cH:25][cH:26]2)[cH:27][cH:28][cH:29][cH:30]1. The reactants are Br, Br, C1NCC2=C1CNC2, CC#N, O=C(O)c1cn(C2CC2)c2c(F)c(F)c(F)c(F)c2c1=O, C1CCC2=NCCCN2CC1. Yields the product O=C(O)c1cn(C2CC2)c2c(F)c(N3CC4=C(CNC4)C3)c(F)c(F)c2c1=O. RXN SMILES: [BrH:22].[BrH:23].[C:24]12=[C:28]([CH2:27][NH:26][CH2:25]1)[CH2:29][NH:30][CH2:31]2.[CH3:43][C:44]#[N:45].[CH:1]1([n:4]2[cH:5][c:6]([C:19](=[O:20])[OH:21])[c:7](=[O:18])[c:8]3[c:9]([F:17])[c:10]([F:16])[c:11]([F:15])[c:12]([F:14])[c:13]23)[CH2:2][CH2:3]1.[N:32]12[CH2:33][CH2:34][CH2:35][N:36]=[C:37]1[CH2:38][CH2:39][CH2:40][CH2:41][CH2:42]2>>[CH:1]1([n:4]2[cH:5][c:6]([C:19](=[O:20])[OH:21])[c:7](=[O:18])[c:8]3[c:9]([F:17])[c:10]([F:16])[c:11]([N:26]4[CH2:25][C:24]5=[C:28]([CH2:27]4)[CH2:29][NH:30][CH2:31]5)[c:12]([F:14])[c:13]23)[CH2:2][CH2:3]1. Reaction SMILES: [CH3:1][C:2]1=[C:3]([NH:19][S:20](=[O:21])(=[O:22])[CH3:23])[C:4]2=[C:9]([N:8]3[C:7](=[CH:17][N:16]([OH:18])[CH2:15]3)[CH:6]=[N:5]2)[N:10]([CH2:12][CH2:13][CH3:14])[CH2:11]1.[CH3:33][N:34]([CH3:35])[CH:36]=[O:37].[Cl:26][C:27]([C:28]([OH:29])=[O:30])([F:31])[F:32].[Na+:25].[OH-:24]>>[CH3:1][C:2]1=[C:3]([NH:19][S:20](=[O:21])(=[O:22])[CH3:23])[C:4]2=[C:9]([N:8]3[C:7](=[CH:17][N:16]([O:18][CH:27]([F:31])[F:32])[CH2:15]3)[CH:6]=[N:5]2)[N:10]([CH2:12][CH2:13][CH3:14])[CH2:11]1. Reactants: CCCN1CC(C)=C(NS(C)(=O)=O)C2=C1N1CN(O)C=C1C=N2, CN(C)C=O, O=C(O)C(F)(F)Cl, [Na+], [OH-]. The product is CCCN1CC(C)=C(NS(C)(=O)=O)C2=C1N1CN(OC(F)F)C=C1C=N2. Starting materials: BrC=1C(=NC=CC1)C (3-Bromo-2-methylpyridine), C=1C=CC(=CC1)P(C=2C=CC=CC2)C3=CC=C4C=CC=CC4=C3C5=C6C=CC=CC6=CC=C5P(C=7C=CC=CC7)C=8C=CC=CC8 (BINAP), [C@H]12CN([C@H](CN1)C2)C(=O)OC(C)(C)C (tert-butyl (1S,4S)-3,6-diazabicyclo[2.2.1]heptane-3-carboxylate), CC(C)([O-])C.[Na+] (sodium tert-butoxide). The reagents and catalysts are C=1C=CC(=CC1)/C=C/C(=O)/C=C/C2=CC=CC=C2.C=1C=CC(=CC1)/C=C/C(=O)/C=C/C2=CC=CC=C2.C=1C=CC(=CC1)/C=C/C(=O)/C=C/C2=CC=CC=C2.[Pd].[Pd] (Pd2(DBA)3). The solvent is C1CCOC1 (THF). Conditions: temperature 80 celsius. Product: CC1=NC=CC=C1N1[C@@H]2CN([C@H](C1)C2)C(=O)OC(C)(C)C (tert-Butyl (1S,4S)-5-(2-methyl-3-pyridyl)-2,5-diazabicyclo[2.2.1]heptane-2-carboxylate). The yield is 53.3%. RXN SMILES: Br[C:2]1[C:3]([CH3:8])=[N:4][CH:5]=[CH:6][CH:7]=1.[C@@H:9]12[CH2:15][C@@H:12]([CH2:13][NH:14]1)[N:11]([C:16]([O:18][C:19]([CH3:22])([CH3:21])[CH3:20])=[O:17])[CH2:10]2.CC(C)([O-])C.[Na+].C1C=CC(P(C2C(C3C(P(C4C=CC=CC=4)C4C=CC=CC=4)=CC=C4C=3C=CC=C4)=C3C(C=CC=C3)=CC=2)C2C=CC=CC=2)=CC=1>C1COCC1.C1C=CC(/C=C/C(/C=C/C2C=CC=CC=2)=O)=CC=1.C1C=CC(/C=C/C(/C=C/C2C=CC=CC=2)=O)=CC=1.C1C=CC(/C=C/C(/C=C/C2C=CC=CC=2)=O)=CC=1.[Pd].[Pd]>[CH3:8][C:3]1[C:2]([N:14]2[CH2:13][C@@H:12]3[CH2:15][C@H:9]2[CH2:10][N:11]3[C:16]([O:18][C:19]([CH3:22])([CH3:21])[CH3:20])=[O:17])=[CH:7][CH:6]=[CH:5][N:4]=1 |f:2.3,6.7.8.9.10|. Procedure: 3-Bromo-2-methylpyridine (258 mg, 1.5 mmol), tert-butyl (1S,4S)-3,6-diazabicyclo[2.2.1]heptane-3-carboxylate (397 mg, 2 mmol), Pd2(DBA)3 (30 mg, 0.033 mmol), sodium tert-butoxide (160 mg, 1.66 mmol), BINAP (60 mg, 0.096 mmol) were placed in anhydrous THF (5 ml), purged with argon and heated under microwave heating at 80° C. in a closed vial for 40 minutes. The mixture was filtered through kieselguhr, concentrated under reduced pressure and purified by column chromatography (silica, gradient from... Reactants: C(C)OC(CCCOC1=C(C(=CC=C1)CCCCCCOC=1C=C(C=C(C1)S(=O)(=O)CC)C1=CC=C(C=C1)F)CCC(=O)OCC)=O (4-[3-[6-(5-ethanesulfonyl-4′-fluoro-biphenyl-3-yloxy)-hexyl]-2-(2-ethoxycarbonyl-ethyl)-phenoxy]-butyric acid ethyl ester), [OH-].[Na+] (sodium hydroxide). Product: C(=O)(O)CCC1=C(OCCCC(=O)O)C=CC=C1CCCCCCOC=1C=C(C=C(C1)S(=O)(=O)CC)C1=CC=C(C=C1)F (4-[2-(2-carboxy-ethyl)-3-[6-(5-ethanesulfonyl-4′-fluoro-biphenyl-3-yloxy)-hexyl]-phenoxy]-butyric acid). Isolated yield 48.8%. As a reaction SMILES: C([O:3][C:4](=[O:47])[CH2:5][CH2:6][CH2:7][O:8][C:9]1[CH:14]=[CH:13][CH:12]=[C:11]([CH2:15][CH2:16][CH2:17][CH2:18][CH2:19][CH2:20][O:21][C:22]2[CH:23]=[C:24]([C:33]3[CH:38]=[CH:37][C:36]([F:39])=[CH:35][CH:34]=3)[CH:25]=[C:26]([S:28]([CH2:31][CH3:32])(=[O:30])=[O:29])[CH:27]=2)[C:10]=1[CH2:40][CH2:41][C:42]([O:44]CC)=[O:43])C.[OH-].[Na+]>>[C:42]([CH2:41][CH2:40][C:10]1[C:11]([CH2:15][CH2:16][CH2:17][CH2:18][CH2:19][CH2:20][O:21][C:22]2[CH:23]=[C:24]([C:33]3[CH:34]=[CH:35][C:36]([F:39])=[CH:37][CH:38]=3)[CH:25]=[C:26]([S:28]([CH2:31][CH3:32])(=[O:29])=[O:30])[CH:27]=2)=[CH:12][CH:13]=[CH:14][C:9]=1[O:8][CH2:7][CH2:6][CH2:5][C:4]([OH:47])=[O:3])([OH:44])=[O:43] |f:1.2|. Reported procedure: A similar procedure as described in Example 40, step 8 was used, starting from 4-[3-[6-(5-ethanesulfonyl-4′-fluoro-biphenyl-3-yloxy)-hexyl]-2-(2-ethoxycarbonyl-ethyl)-phenoxy]-butyric acid ethyl ester (115 mg, 0.17 mmol) and 1.0 N aqueous sodium hydroxide (1.7 mL) to afford 4-[2-(2-carboxy-ethyl)-3-[6-(5-ethanesulfonyl-4′-fluoro-biphenyl-3-yloxy)-hexyl]-phenoxy]-butyric acid (51 mg, 48%) as an amorphous white solid: ES(+)-HRMS m/e calcd for C33H39FO8S (M+Na)+ 637.2242, found 637.2242. Reactants: OC=1C=CC=C2C=CC=NC12 (8-hydroxyquinoline), [H-].[Na+] (NaH), C(=O)([O-])[O-].[Cs+].[Cs+] (Cs2CO3), BrC(C(=O)N)(C)C (2-bromo-2-methyl-propanamide), [H-].[Na+] (NaH). Procedure details: To a solution of 8-hydroxyquinoline (537 mg, 3.70 mmol) in dioxane (20 mL) was added NaH (Aldrich, dry, 300 mg, 12.2 mmol) and Cs2CO3 (4.00 g, 12.2 mmol). The resulting mixture was stirred at room temperature for about 30 minutes, then 2-bromo-2-methyl-propanamide (2.03 g, 12.2 mmol) was added and the resulting mixture was stirred at reflux for 16 h. After the reflux period, NMP (20 mL), DMPU (2 mL), and NaH (Aldrich, dry, 100 mg, 4.07 mmol) were added. The resulting mixture was stirred at 150° ... The yield is 41.4%. Reaction conditions: time 30 minute. As a reaction SMILES: O[C:2]1[CH:3]=[CH:4][CH:5]=[C:6]2[C:11]=1[N:10]=[CH:9][CH:8]=[CH:7]2.[H-].[Na+].C([O-])([O-])=O.[Cs+].[Cs+].BrC(C)(C)C([NH2:24])=O>O1CCOCC1.CN1C(=O)N(C)CCC1.CN1C(=O)CCC1>[NH2:24][C:2]1[CH:3]=[CH:4][CH:5]=[C:6]2[C:11]=1[N:10]=[CH:9][CH:8]=[CH:7]2 |f:1.2,3.4.5|. Yields the product NC=1C=CC=C2C=CC=NC12 (8-aminoquinoline). The solvent is O1CCOCC1 (dioxane), CN1CCCN(C1=O)C (DMPU), CN1CCCC1=O (NMP).